Task: describe an organic reaction: reactants, conditions, products, and yield. Dataset: the Open Reaction Database (ORD), a public repository of structured organic reaction records Reactants: C=1(C(=CC=CC1)C(=O)N1[C@@H](C[C@H](C1)O)CNC(=O)C=1C=CC=C2C=CC=NC12)C1=CC=CC=C1 (N-(((2S,4R)-1-(biphenylcarbonyl)-4-hydroxypyrrolidin-2-yl)methyl)quinoline-8-carboxamide), COCCN(CCOC)S(F)(F)F (bis(2-methoxyethyl)aminosulfur trifluoride). Solvent: C(Cl)Cl (DCM). Run at temperature -78 celsius, time 0.5 hour. Yields the product C=1(C(=CC=CC1)C(=O)N1[C@@H](C[C@@H](C1)F)CNC(=O)C=1C=CC=C2C=CC=NC12)C1=CC=CC=C1 (N-(((2S,4S)-1-(biphenylcarbonyl)-4-fluoropyrrolidin-2-yl)methyl)quinoline-8-carboxamide). RXN SMILES: [C:1]1([C:29]2[CH:34]=[CH:33][CH:32]=[CH:31][CH:30]=2)[C:2]([C:7]([N:9]2[CH2:13][C@H:12](O)[CH2:11][C@H:10]2[CH2:15][NH:16][C:17]([C:19]2[CH:20]=[CH:21][CH:22]=[C:23]3[C:28]=2[N:27]=[CH:26][CH:25]=[CH:24]3)=[O:18])=[O:8])=[CH:3][CH:4]=[CH:5][CH:6]=1.COCCN(S(F)(F)[F:45])CCOC>C(Cl)Cl>[C:1]1([C:29]2[CH:34]=[CH:33][CH:32]=[CH:31][CH:30]=2)[C:2]([C:7]([N:9]2[CH2:13][C@@H:12]([F:45])[CH2:11][C@H:10]2[CH2:15][NH:16][C:17]([C:19]2[CH:20]=[CH:21][CH:22]=[C:23]3[C:28]=2[N:27]=[CH:26][CH:25]=[CH:24]3)=[O:18])=[O:8])=[CH:3][CH:4]=[CH:5][CH:6]=1. Procedure: A mixture of N-(((2S,4R)-1-(biphenylcarbonyl)-4-hydroxypyrrolidin-2-yl)methyl)quinoline-8-carboxamide (0.045 g, 0.10 mmol) in DCM was cooled to −78° C., added with bis(2-methoxyethyl)aminosulfur trifluoride (Aldrich) (41 μL, 0.22 mmol) dropwise. The resulting solution was stirred at −78° C. for 0.5 h, allowed to warm to rt gradually over 1.5 h and stirred at rt for 0.5 h, which was quenched by slow addition of MeOH and purified by preparative HPLC using acetonitrile and water (0.1% TFA) as eluen... Yields the product CC(C)(C)c1nc(-c2cccc(NS(=O)(=O)c3c(F)cccc3F)c2F)c(-c2ccnc(N)n2)s1. Reaction SMILES: [CH3:38][CH2:39][CH2:40][CH2:41][CH2:42][CH2:43][CH3:44].[Cl:1][c:2]1[n:3][cH:4][cH:5][c:6](-[c:8]2[c:9](-[c:17]3[c:18]([F:35])[c:19]([NH:23][S:24](=[O:25])(=[O:26])[c:27]4[c:28]([F:34])[cH:29][cH:30][cH:31][c:32]4[F:33])[cH:20][cH:21][cH:22]3)[n:10][c:11]([C:13]([CH3:14])([CH3:15])[CH3:16])[s:12]2)[n:7]1.[NH4+:36].[OH-:37]>>[c:2]1([NH2:36])[n:3][cH:4][cH:5][c:6](-[c:8]2[c:9](-[c:17]3[c:18]([F:35])[c:19]([NH:23][S:24](=[O:25])(=[O:26])[c:27]4[c:28]([F:34])[cH:29][cH:30][cH:31][c:32]4[F:33])[cH:20][cH:21][cH:22]3)[n:10][c:11]([C:13]([CH3:14])([CH3:15])[CH3:16])[s:12]2)[n:7]1. The reactants are CCCCCCC, CC(C)(C)c1nc(-c2cccc(NS(=O)(=O)c3c(F)cccc3F)c2F)c(-c2ccnc(Cl)n2)s1, [NH4+], [OH-]. The reactants are ClC1=NC(=NC=C1C(F)(F)F)NC1=C(C=C(CP(OCC)(OCC)=O)C=C1)OC (diethyl (4-{[4-chloro-5-(trifluoromethyl)pyrimidin-2-yl]amino}-3-methoxybenzyl)phosphonate), ( 100 ), NC=1C=CC(=C2CN(C(C12)=O)C)OC(C)C (7-Amino-2-methyl-4-(propan-2-yloxy)-2,3-dihydro-1H-isoindol-1-one), NC=1C=CC(=C2CN(C(C12)=O)C)OC(C)C (7-Amino-2-methyl-4-(propan-2-yloxy)-2,3-dihydro-1H-isoindol-1-one). Yields the product COC=1C=C(CP(OCC)(OCC)=O)C=CC1NC1=NC=C(C(=N1)NC1=C2C(N(CC2=C(C=C1)OC(C)C)C)=O)C(F)(F)F (Diethyl (3-methoxy-4-{[4-{[2-methyl-3-oxo-7-(propan-2-yloxy)-2,3-dihydro-1H-isoindol-4-yl]amino}-5-(trifluoromethyl)pyrimidin-2-yl]amino}benzyl)phosphonate). Reaction SMILES: Cl[C:2]1[C:7]([C:8]([F:11])([F:10])[F:9])=[CH:6][N:5]=[C:4]([NH:12][C:13]2[CH:27]=[CH:26][C:16]([CH2:17][P:18](=[O:25])([O:22][CH2:23][CH3:24])[O:19][CH2:20][CH3:21])=[CH:15][C:14]=2[O:28][CH3:29])[N:3]=1.[NH2:30][C:31]1[CH:32]=[CH:33][C:34]([O:42][CH:43]([CH3:45])[CH3:44])=[C:35]2[C:39]=1[C:38](=[O:40])[N:37]([CH3:41])[CH2:36]2>>[CH3:29][O:28][C:14]1[CH:15]=[C:16]([CH:26]=[CH:27][C:13]=1[NH:12][C:4]1[N:3]=[C:2]([NH:30][C:31]2[CH:32]=[CH:33][C:34]([O:42][CH:43]([CH3:44])[CH3:45])=[C:35]3[C:39]=2[C:38](=[O:40])[N:37]([CH3:41])[CH2:36]3)[C:7]([C:8]([F:11])([F:10])[F:9])=[CH:6][N:5]=1)[CH2:17][P:18](=[O:25])([O:22][CH2:23][CH3:24])[O:19][CH2:20][CH3:21]. Procedure details: The title compound was prepared according to the procedure for Example 102 using diethyl (4-{[4-chloro-5-(trifluoromethyl)pyrimidin-2-yl]amino}-3-methoxybenzyl)phosphonate and 7-Amino-2-methyl-4-(propan-2-yloxy)-2,3-dihydro-1H-isoindol-1-one (Compound 207A). MS (ES+): m/z 638.26 (100) [MH+]; HPLC: tR=1.21 min (UPLC, purity). Starting materials: O.NN (hydrazine hydrate), BrC1=NC(=C(N1CC#CC)C(=O)OC)C=O (methyl 2-bromo-3-(2-butyn-1-yl)-5-formyl-3H-imidazole-4-carboxylate), C(C)(=O)O (acetic acid). Run in C(C)O (ethanol). Run at time 1 hour. Yields the product BrC=1N(C2=C(C=NNC2=O)N1)CC#CC (2-bromo-3-(2-butyn-1-yl)-3,5-dihydro-imidazo[4,5-d]pyridazin-4-one). Reaction SMILES: O.[NH2:2][NH2:3].[Br:4][C:5]1[N:9]([CH2:10][C:11]#[C:12][CH3:13])[C:8]([C:14]([O:16]C)=O)=[C:7]([CH:18]=O)[N:6]=1.C(O)(=O)C>C(O)C>[Br:4][C:5]1[N:9]([CH2:10][C:11]#[C:12][CH3:13])[C:8]2[C:14](=[O:16])[NH:3][N:2]=[CH:18][C:7]=2[N:6]=1 |f:0.1|. Reported procedure: 0.63 ml hydrazine hydrate are added dropwise to 3.68 g methyl 2-bromo-3-(2-butyn-1-yl)-5-formyl-3H-imidazole-4-carboxylate in 50 ml of ethanol. The reaction mixture is stirred for one hour at ambient temperature, then 3 ml acetic acid are added and the reaction mixture is refluxed for a further hour. The precipitate formed is suction filtered, washed with ethanol and diethyl ether and dried. The reactants are CC12CC(O)C3C(CCC4CC(O)CCC43C)C1CCC2C#N, CC(=O)OC(C)=O, c1ccncc1. Yields the product CC(=O)OC1CCC2(C)C(CCC3C4CCC(C#N)C4(C)CC(O)C32)C1. RXN SMILES: [C:1](#[N:2])[CH:3]1[C:4]2([CH3:5])[CH:6]([CH2:7][CH2:8]1)[CH:9]1[CH2:10][CH2:11][CH:12]3[CH2:13][CH:14]([OH:23])[CH2:15][CH2:16][C:17]3([CH3:18])[CH:19]1[CH:20]([OH:22])[CH2:21]2.[CH3:30][C:31](=[O:32])[O:33][C:34](=[O:35])[CH3:36].[cH:24]1[cH:25][cH:26][n:27][cH:28][cH:29]1>>[C:1](#[N:2])[CH:3]1[C:4]2([CH3:5])[CH:6]([CH2:7][CH2:8]1)[CH:9]1[CH2:10][CH2:11][CH:12]3[CH2:13][CH:14]([O:23][C:31]([CH3:30])=[O:32])[CH2:15][CH2:16][C:17]3([CH3:18])[CH:19]1[CH:20]([OH:22])[CH2:21]2.